From a dataset of the Open Reaction Database (ORD), a public repository of structured organic reaction records. describe an organic reaction: reactants, conditions, products, and yield Reactants: C(C)(C)(C)OC(=O)N1CCC(CC1)C(C1=CC(=C(C=C1)O)[N+](=O)[O-])=O (1-(tert-butoxycarbonyl)-4-(4-hydroxy-3-nitrobenzoyl)piperidine), C([O-])([O-])=O.[K+].[K+] (potassium carbonate), BrCC(=O)OC (methyl bromoacetate). Solvent: CC(=O)C (acetone). Yields the product C(C)(C)(C)OC(=O)N1CCC(CC1)C(=O)C1=CC(=C(OCC(=O)OC)C=C1)[N+](=O)[O-] (Methyl 4-(1-(tert-butyloxycarbonyl)piperidin-4-ylcarbonyl)-2-nitrophenoxyacetate). Yield: 46.8%. RXN SMILES: [C:1]([O:5][C:6]([N:8]1[CH2:13][CH2:12][CH:11]([C:14](=[O:25])[C:15]2[CH:20]=[CH:19][C:18]([OH:21])=[C:17]([N+:22]([O-:24])=[O:23])[CH:16]=2)[CH2:10][CH2:9]1)=[O:7])([CH3:4])([CH3:3])[CH3:2].C(=O)([O-])[O-].[K+].[K+].Br[CH2:33][C:34]([O:36][CH3:37])=[O:35]>CC(C)=O>[C:1]([O:5][C:6]([N:8]1[CH2:9][CH2:10][CH:11]([C:14]([C:15]2[CH:20]=[CH:19][C:18]([O:21][CH2:33][C:34]([O:36][CH3:37])=[O:35])=[C:17]([N+:22]([O-:24])=[O:23])[CH:16]=2)=[O:25])[CH2:12][CH2:13]1)=[O:7])([CH3:4])([CH3:2])[CH3:3] |f:1.2.3|. Procedure: A mixture of 1-(tert-butoxycarbonyl)-4-(4-hydroxy-3-nitrobenzoyl)piperidine (1.50 g, 4.3 mmol), potassium carbonate (0.77 g, 5.6 mmol), and methyl bromoacetate (0.66 g, 4.3 mmol) in acetone (20 mL) was stirred at reflux for 18 h. The reaction mixture was cooled and evaporated in vacuo, and the residue partitioned between water (20 mL) and dichloromethane (20 mL). The organic layer was separated and washed with 1N NaOH (aq) (20 mL), water (20 mL), and brine (10 mL), dried (Na2SO4) and evaporated ... Reactants: C(=O)(OC(C)(C)C)N[C@@H](CC1=CC=CC=C1)C(=O)NC=1N(C=CN1)C (2-(N-Boc-phenylalanyl)amino-1-methylimidazole), Cl (hydrochloric acid). Conditions: time 30 minute. Product: Cl.Cl.CN1C(=NC=C1)NC([C@@H](N)CC1=CC=CC=C1)=O (1-methyl-2-(Phenylalanyl)amino-imidazole dihydrochloride). Yield: 66.3%. RXN SMILES: C([NH:8][C@H:9]([C:17]([NH:19][C:20]1[N:21]([CH3:25])[CH:22]=[CH:23][N:24]=1)=[O:18])[CH2:10][C:11]1[CH:16]=[CH:15][CH:14]=[CH:13][CH:12]=1)(OC(C)(C)C)=O.[ClH:26]>>[ClH:26].[ClH:26].[CH3:25][N:21]1[CH:22]=[CH:23][N:24]=[C:20]1[NH:19][C:17](=[O:18])[C@H:9]([CH2:10][C:11]1[CH:16]=[CH:15][CH:14]=[CH:13][CH:12]=1)[NH2:8] |f:2.3.4|. Reported procedure: 2-(N-Boc-phenylalanyl)amino-1-methylimidazole (0.3 g) was dissolved in conc. hydrochloric acid (10 ml), and the solution was stirred at room temperature for 30 minutes. The solvent was evaporated, and the precipitated colorless powder was separated by filtration using diethyl ether to give the title compound (0.23 g, 66.3%). Starting materials: N1N=CC(=C1)C1=CC2=C(C=3N=C(SC3CCO2)C(=O)O)C=C1 (8-(1H-Pyrazol-4-yl)-4,5-dihydro-6-oxa-3-thia-1-aza-benzo[e]azulene-2-carboxylic acid), FC1(CNC1)F (3,3-difluoroazetidine). The product is FC1(CN(C1)C(=O)C=1SC=2CCOC3=C(C2N1)C=CC(=C3)C=3C=NNC3)F ((3,3-Difluoro-azetidin-1-yl)-[8-(1H-pyrazol-4-yl)-4,5-dihydro-6-oxa-3-thia-1-aza-benzo[e]azulen-2-yl]-methanone). Reaction SMILES: [NH:1]1[CH:5]=[C:4]([C:6]2[CH:22]=[CH:21][C:9]3[C:10]4[N:11]=[C:12]([C:18]([OH:20])=O)[S:13][C:14]=4[CH2:15][CH2:16][O:17][C:8]=3[CH:7]=2)[CH:3]=[N:2]1.[F:23][C:24]1([F:28])[CH2:27][NH:26][CH2:25]1>>[F:23][C:24]1([F:28])[CH2:27][N:26]([C:18]([C:12]2[S:13][C:14]3[CH2:15][CH2:16][O:17][C:8]4[CH:7]=[C:6]([C:4]5[CH:3]=[N:2][NH:1][CH:5]=5)[CH:22]=[CH:21][C:9]=4[C:10]=3[N:11]=2)=[O:20])[CH2:25]1. Procedure: Following Example 216, to a well stirred solution of 8-(1H-Pyrazol-4-yl)-4,5-dihydro-6-oxa-3-thia-1-aza-benzo[e]azulene-2-carboxylic acid and 3,3-difluoroazetidine to give 221. MS: (ESI+)=389.0 Procedure details: 13.5 ml (14.3 mmol) of a solution of lithium hexamethyldisilazane at 1.06 M in THF are added to 3.27 g (7.38 mmol) of (4-carboxybutyl)triphenyl-phosphonium bromide in suspension in 45 ml of THF cooled to −75° C. The reaction medium is stirred at −75° C. for 20 minutes and then at 0° C. for 15 minutes. After a return to −75° C., 1.50 g (4.43 mmol) of 1-trit-yl-1H-imidazole-4-carbaldehyde in suspension in 15 ml of THF are introduced. After a return to ambient temperature, the reaction medium is st... Isolated yield 31.0%. Reactants: C(C1=CC=CC=C1)(C1=CC=CC=C1)(C1=CC=CC=C1)N1C=NC(=C1)C=O (1-trit-yl-1H-imidazole-4-carbaldehyde), solution, C[Si](N[Si](C)(C)C)(C)C.[Li] (lithium hexamethyldisilazane), [Br-].C(=O)(O)CCCC[P+](C1=CC=CC=C1)(C1=CC=CC=C1)C1=CC=CC=C1 ((4-carboxybutyl)triphenyl-phosphonium bromide), C(CC(O)(C(=O)O)CC(=O)O)(=O)O (citric acid). Run in C1CCOC1 (THF), C1CCOC1 (THF), C1CCOC1 (THF). The product is C(C1=CC=CC=C1)(C1=CC=CC=C1)(C1=CC=CC=C1)N1C=NC(=C1)C=CCCCC(=O)O (6-(1-trityl-1H-imidazol-4-yl)hex-5-enoic acid). As a reaction SMILES: C[Si](C)(C)N[Si](C)(C)C.[Li].[Br-].C(CCCC[P+](C1C=CC=CC=1)(C1C=CC=CC=1)C1C=CC=CC=1)(O)=O.[C:38]([N:57]1[CH:61]=[C:60]([CH:62]=O)[N:59]=[CH:58]1)([C:51]1[CH:56]=[CH:55][CH:54]=[CH:53][CH:52]=1)([C:45]1[CH:50]=[CH:49][CH:48]=[CH:47][CH:46]=1)[C:39]1[CH:44]=[CH:43][CH:42]=[CH:41][CH:40]=1.[C:64]([OH:76])(=[O:75])[CH2:65][C:66]([CH2:71][C:72](O)=O)(C(O)=O)O>C1COCC1>[C:38]([N:57]1[CH:61]=[C:60]([CH:62]=[CH:72][CH2:71][CH2:66][CH2:65][C:64]([OH:76])=[O:75])[N:59]=[CH:58]1)([C:45]1[CH:46]=[CH:47][CH:48]=[CH:49][CH:50]=1)([C:51]1[CH:56]=[CH:55][CH:54]=[CH:53][CH:52]=1)[C:39]1[CH:44]=[CH:43][CH:42]=[CH:41][CH:40]=1 |f:0.1,2.3,^1:9|. Conditions: temperature -75 celsius, time 20 minute. As a reaction SMILES: [F:1][C:2]1[CH:7]=[CH:6][C:5]([CH2:8][N:9]2[C:17]3[C:12](=[C:13]([O:18]C)[CH:14]=[CH:15][CH:16]=3)[CH:11]=[C:10]2[CH3:20])=[CH:4][CH:3]=1.B(Br)(Br)Br.C(Cl)Cl>>[F:1][C:2]1[CH:3]=[CH:4][C:5]([CH2:8][N:9]2[C:17]3[C:12](=[C:13]([OH:18])[CH:14]=[CH:15][CH:16]=3)[CH:11]=[C:10]2[CH3:20])=[CH:6][CH:7]=1 |f:1.2|. Reported procedure: By the method used in Example 1, Part D, 1.1 g (4.1 mmol) of 1-[(4-fluorophenyl)methyl]-4-methoxy-2-methyl-1H-indole was O-demethylated by treating it with 16.4 mL of 1M BBr3 /CH2Cl2 to give 881 mg (84% yield) of crude 1-[(4-fluorophenyl)methyl]-4-hydroxy-2-methyl-1H-indole. Yield: 84.2%. Starting materials: FC1=CC=C(C=C1)CN1C(=CC2=C(C=CC=C12)OC)C (1-[(4-fluorophenyl)methyl]-4-methoxy-2-methyl-1H-indole), B(Br)(Br)Br.C(Cl)Cl (BBr3 CH2Cl2). Product: FC1=CC=C(C=C1)CN1C(=CC2=C(C=CC=C12)O)C (1-[(4-fluorophenyl)methyl]-4-hydroxy-2-methyl-1H-indole). Reactants: CSC(C(=O)OC)(C)C1=CC(=CC=C1)C(C1=CC=CC=C1)(OC)OC (methyl α-methylthio-α-[m-(α,α-dimethoxybenzyl)phenyl]propionate), COCCOC (1,2-dimethoxyethane), O (water), Cl (hydrochloric acid). The solvent is C(Cl)Cl (methylene chloride). Conditions: time 15 hour. The product is CSC(C(=O)OC)(C)C1=CC(=CC=C1)C(C1=CC=CC=C1)=O (methyl α-methylthio-α-(m-benzoylphenyl)propionate). Isolated yield 102.5%. Reaction SMILES: [CH3:1][S:2][C:3]([C:9]1[CH:14]=[CH:13][CH:12]=[C:11]([C:15](OC)([O:22]C)[C:16]2[CH:21]=[CH:20][CH:19]=[CH:18][CH:17]=2)[CH:10]=1)([CH3:8])[C:4]([O:6][CH3:7])=[O:5].COCCOC.O.Cl>C(Cl)Cl>[CH3:1][S:2][C:3]([C:9]1[CH:14]=[CH:13][CH:12]=[C:11]([C:15](=[O:22])[C:16]2[CH:17]=[CH:18][CH:19]=[CH:20][CH:21]=2)[CH:10]=1)([CH3:8])[C:4]([O:6][CH3:7])=[O:5]. Procedure: To 978 mg of methyl α-methylthio-α-[m-(α,α-dimethoxybenzyl)phenyl]propionate were added 2 ml of 1,2-dimethoxyethane and 0.5 ml of water, and 0.2 ml of conc. hydrochloric acid was further added. The mixture was stirred at room temperature for 15 hours. The reaction solution was diluted with 50 ml of methylene chloride, and dried over anhydrous sodium sulfate. The drying agent was separated by filtration, and the filtrate was concentrated under reduced pressure to afford 874 mg of methyl α-methylt...